Dataset: the Open Reaction Database (ORD), a public repository of structured organic reaction records. Task: describe an organic reaction: reactants, conditions, products, and yield Starting materials: BrCCBr, C1CCOC1, CC1=Cc2cccc(Br)c2C1, C[Si](C)(Cl)[Si](C)(C)Cl, [Mg], O. RXN SMILES: [Br:13][CH2:14][CH2:15][Br:16].[CH2:25]1[O:26][CH2:27][CH2:28][CH2:29]1.[CH3:2][C:3]1=[CH:11][c:10]2[c:5]([c:6]([Br:12])[cH:7][cH:8][cH:9]2)[CH2:4]1.[Cl:17][Si:18]([Si:19]([CH3:20])([CH3:21])[Cl:22])([CH3:23])[CH3:24].[Mg:1].[OH2:30]>>[CH3:2][C:3]1=[CH:11][c:10]2[c:5]([c:6]([Si:19]([Si:18]([Cl:17])([CH3:23])[CH3:24])([CH3:20])[CH3:21])[cH:7][cH:8][cH:9]2)[CH2:4]1. Product: CC1=Cc2cccc([Si](C)(C)[Si](C)(C)Cl)c2C1. The reactants are [C@H]1(CCC2=CC=CC=C12)NC1=NC2=CC=C(C=C2C=C1)N ((R)—N2-indan-1-yl-quinoline-2,6-diamine), FC(C1=CC=C(C=C1)N=C=O)(F)F (4-(trifluoromethyl)phenyl isocyanate). Product: [C@H]1(CCC2=CC=CC=C12)NC1=NC2=CC=C(C=C2C=C1)NC(=O)NC1=CC=C(C=C1)C(F)(F)F (1-[2-((R)-Indan-1-ylamino)-quinolin-6-yl]-3-(4-trifluoromethyl-phenyl)-urea). As a reaction SMILES: [C@H:1]1([NH:10][C:11]2[CH:20]=[CH:19][C:18]3[C:13](=[CH:14][CH:15]=[C:16]([NH2:21])[CH:17]=3)[N:12]=2)[C:9]2[C:4](=[CH:5][CH:6]=[CH:7][CH:8]=2)[CH2:3][CH2:2]1.[F:22][C:23]([F:34])([F:33])[C:24]1[CH:29]=[CH:28][C:27]([N:30]=[C:31]=[O:32])=[CH:26][CH:25]=1>>[C@H:1]1([NH:10][C:11]2[CH:20]=[CH:19][C:18]3[C:13](=[CH:14][CH:15]=[C:16]([NH:21][C:31]([NH:30][C:27]4[CH:26]=[CH:25][C:24]([C:23]([F:22])([F:33])[F:34])=[CH:29][CH:28]=4)=[O:32])[CH:17]=3)[N:12]=2)[C:9]2[C:4](=[CH:5][CH:6]=[CH:7][CH:8]=2)[CH2:3][CH2:2]1. Procedure details: The title compound, MS: m/e=463.6 (M+H+), was prepared in accordance with the general method 4 of example 16 from (R)—N2-indan-1-yl-quinoline-2,6-diamine and 4-(trifluoromethyl)phenyl isocyanate.